From a dataset of the Open Reaction Database (ORD), a public repository of structured organic reaction records. describe an organic reaction: reactants, conditions, products, and yield Reactants: NC1=CC=C(C=C1)NC(C1=C(C=CC=C1)F)=O (N-(4-amino-phenyl)-2-fluoro-benzamide), ClC=1C(=CC(=C(C1)N=C=O)OC)OC (5-chloro-2,4-dimethoxyphenylisocyanate). Run in C(C)#N (acetonitrile). RXN SMILES: [NH2:1][C:2]1[CH:7]=[CH:6][C:5]([NH:8][C:9](=[O:17])[C:10]2[CH:15]=[CH:14][CH:13]=[CH:12][C:11]=2[F:16])=[CH:4][CH:3]=1.[Cl:18][C:19]1[C:20]([O:30][CH3:31])=[CH:21][C:22]([O:28][CH3:29])=[C:23]([N:25]=[C:26]=[O:27])[CH:24]=1>C(#N)C>[Cl:18][C:19]1[C:20]([O:30][CH3:31])=[CH:21][C:22]([O:28][CH3:29])=[C:23]([NH:25][C:26](=[O:27])[NH:1][C:2]2[CH:3]=[CH:4][C:5]([NH:8][C:9](=[O:17])[C:10]3[CH:15]=[CH:14][CH:13]=[CH:12][C:11]=3[F:16])=[CH:6][CH:7]=2)[CH:24]=1. Run at time 12 hour. Procedure details: A suspension of N-(4-amino-phenyl)-2-fluoro-benzamide (0.43 g) in acetonitrile (4 mL) is treated with 5-chloro-2,4-dimethoxyphenylisocyanate (0.40 g). The mixture becomes a solution and is allowed to stand for 12 hours. A white solid forms and is collected by filtration (0.79 g). [M+H] 444. The product is ClC=1C(=CC(=C(C1)NC(NC1=CC=C(C=C1)NC(C1=C(C=CC=C1)F)=O)=O)OC)OC (N-{4-[3-(5-Chloro-2,4-dimethoxy-phenyl)-ureido]-phenyl}-2-fluoro-benzamide). Reactants: NC1CCN(CC1)CCN1C(C=NC2=CC=C(C=C12)F)=O (1-[2-(4-aminopiperidin-1-yl)ethyl]-7-fluoroquinoxalin-2(1H)-one), COC=1C=C2N=CC(N(C2=CC1OC)CCN1CCC(CC1)NC(OC(C)(C)C)=O)=O (tert-Butyl {1-[2-(6,7-dimethoxy-2-oxoquinoxalin-1(2H)-yl)ethyl]piperidin-4-yl}carbamate), COC=1C=C2N=CC(N(C2=CC1OC)CCN1CCC(CC1)NC(OC(C)(C)C)=O)=O (tert-Butyl {1-[2-(6,7-dimethoxy-2-oxoquinoxalin-1(2H)-yl)ethyl]piperidin-4-yl}carbamate), FC(C(=O)O)(F)F (trifluoroacetic acid). Run in ClCCl (dichloromethane). The product is NC1CCN(CC1)CCN1C(C=NC2=CC(=C(C=C12)OC)OC)=O (1-[2-(4Aminopiperidin-1-yl)ethyl]-6,7-dimethoxyquinoxalin-2(1H)-one). As a reaction SMILES: [CH3:1][O:2][C:3]1[CH:4]=[C:5]2[C:10](=[CH:11][C:12]=1[O:13][CH3:14])[N:9]([CH2:15][CH2:16][N:17]1[CH2:22][CH2:21][CH:20]([NH:23]C(=O)OC(C)(C)C)[CH2:19][CH2:18]1)[C:8](=[O:31])[CH:7]=[N:6]2.FC(F)(F)C(O)=O.NC1CCN(CCN2C3C(=CC=C(F)C=3)N=CC2=O)CC1>ClCCl>[NH2:23][CH:20]1[CH2:21][CH2:22][N:17]([CH2:16][CH2:15][N:9]2[C:10]3[C:5](=[CH:4][C:3]([O:2][CH3:1])=[C:12]([O:13][CH3:14])[CH:11]=3)[N:6]=[CH:7][C:8]2=[O:31])[CH2:18][CH2:19]1. Reported procedure: tert-Butyl {1-[2-(6,7-dimethoxy-2-oxoquinoxalin-1(2H)-yl)ethyl]piperidin-4-yl}carbamate (Intermediate 157, 100 mg, 0.23 mmol) was reacted with trifluoroacetic acid in dichloromethane as described for Intermediate 140 to give 75 mg (quantitative) of the crude product as an oil.